This data is from the Open Reaction Database (ORD), a public repository of structured organic reaction records. The task is: describe an organic reaction: reactants, conditions, products, and yield The reactants are [H-].[Li+].[Al+3].[H-].[H-].[H-] (aluminum lithium hydride), CC1(N=C(OC1)C1=C(C=CC=C1)C1=CC=C(C=C1)C(=O)OC)C (4,4-dimethyl-2-(4'-methoxycarbonylbiphenyl-2-yl)oxazoline), O (Water). Run in O1CCCC1 (tetrahydrofuran). The product is CC1(N=C(OC1)C1=C(C=CC=C1)C1=CC=C(C=C1)CO)C (4,4-dimethyl-2-(4'-hydroxymethylbiphenyl-2-yl)oxazoline). Yield: 93.0%. RXN SMILES: [CH3:1][C:2]1([CH3:23])[CH2:6][O:5][C:4]([C:7]2[CH:12]=[CH:11][CH:10]=[CH:9][C:8]=2[C:13]2[CH:18]=[CH:17][C:16]([C:19](OC)=[O:20])=[CH:15][CH:14]=2)=[N:3]1.[H-].[Li+].[Al+3].[H-].[H-].[H-].O>O1CCCC1>[CH3:1][C:2]1([CH3:23])[CH2:6][O:5][C:4]([C:7]2[CH:12]=[CH:11][CH:10]=[CH:9][C:8]=2[C:13]2[CH:14]=[CH:15][C:16]([CH2:19][OH:20])=[CH:17][CH:18]=2)=[N:3]1 |f:1.2.3.4.5.6|. Procedure details: 2.0 g (6.46 mmol) of 4,4-dimethyl-2-(4'-methoxycarbonylbiphenyl-2-yl)oxazoline was dissolved in tetrahydrofuran (20 ml). 0.49 g (12.9 mmol) of aluminum lithium hydride was gradually added thereto under cooling with ice, followed by the stirring for 2 hours as such. Water (50 ml) was added thereto to conduct hydrolysis, followed by the extraction with chloroform. After washing with water and drying, vacuum concentration was conducted. The residue was purified by silica gel column chromatography (...